Dataset: the Open Reaction Database (ORD), a public repository of structured organic reaction records. Task: describe an organic reaction: reactants, conditions, products, and yield Reactants: ClC1=CC(N(C(N1)=O)C(C)C)=O (6-chloro-3-isopropylpyrimidine-2,4(1H,3H)-dione), FC([C@H](N)C1=CC=CC=C1)(F)F ((R)-2,2,2-trifluoro-1-phenylethan-1-amine), CN1CCCC1=O (NMP). Run in O.CC#N (H2O CH3CN). Reaction conditions: temperature 180 celsius. The product is C(C)(C)N1C(NC(=CC1=O)N[C@@H](C(F)(F)F)C1=CC=CC=C1)=O ((R)-3-isopropyl-6-((2,2,2-trifluoro-1-phenylethyl)amino)pyrimidine-2,4(1H,3H)-dione). Isolated yield 34.0%. As a reaction SMILES: Cl[C:2]1[NH:7][C:6](=[O:8])[N:5]([CH:9]([CH3:11])[CH3:10])[C:4](=[O:12])[CH:3]=1.[F:13][C:14]([F:24])([F:23])[C@@H:15]([C:17]1[CH:22]=[CH:21][CH:20]=[CH:19][CH:18]=1)[NH2:16].CN1C(=O)CCC1>O.CC#N>[CH:9]([N:5]1[C:4](=[O:12])[CH:3]=[C:2]([NH:16][C@H:15]([C:17]2[CH:22]=[CH:21][CH:20]=[CH:19][CH:18]=2)[C:14]([F:13])([F:23])[F:24])[NH:7][C:6]1=[O:8])([CH3:11])[CH3:10] |f:3.4|. Procedure details: To a 0.2-0.5 mL microwave vial was added 1.3 (85 mg, 0.45 mmol) and (R)-2,2,2-trifluoro-1-phenylethan-1-amine (200 uL, excess). The reaction mixture sealed and heated at 180° C. in a microwave reactor for 40 minutes. The reaction mixture was cooled to ambient temperature and then NMP (1 mL) was added to completely dissolve the solid. Next, a 2:1 H2O/CH3CN mixture (6 mL) was added which resulted in precipitation. The solid was isolated by filtration, washed with H2O and dried to give 50 mg (34%) ... Reaction SMILES: [CH:1]([O:5][C:6]1[CH:14]=[CH:13][C:12]([S:15]([CH3:18])(=[O:17])=[O:16])=[CH:11][C:7]=1[C:8]([OH:10])=O)([CH2:3][CH3:4])[CH3:2].Cl.[CH3:20][S:21]([C:24]1[S:28][C:27]([N:29]2[CH2:34][CH2:33][NH:32][CH2:31][CH2:30]2)=[N:26][CH:25]=1)(=[O:23])=[O:22]>>[CH:1]([O:5][C:6]1[CH:14]=[CH:13][C:12]([S:15]([CH3:18])(=[O:17])=[O:16])=[CH:11][C:7]=1[C:8]([N:32]1[CH2:33][CH2:34][N:29]([C:27]2[S:28][C:24]([S:21]([CH3:20])(=[O:23])=[O:22])=[CH:25][N:26]=2)[CH2:30][CH2:31]1)=[O:10])([CH2:3][CH3:4])[CH3:2] |f:1.2|. Procedure: Prepared in analogy to example 1 (b) from rac-2-sec-butoxy-5-methanesulfonyl-benzoic acid (Example A10) and 1-(5-methanesulfonyl-thiazol-2-yl)-piperazine hydrochloride (Example 21(c)). The crude material was purified by chromatography (SiO2, ethyl acetate/heptane) followed by trituration in ether to yield the title compound as an off-white crystalline solid (yield 44%). MS (m/e): 502.1 (M+H+, 99%), 519.3 (M+NH4+, 100%). Starting materials: example 1 ( b ), C(C)(CC)OC1=C(C(=O)O)C=C(C=C1)S(=O)(=O)C (rac-2-sec-butoxy-5-methanesulfonyl-benzoic acid), Cl.CS(=O)(=O)C1=CN=C(S1)N1CCNCC1 (1-(5-methanesulfonyl-thiazol-2-yl)-piperazine hydrochloride). The product is C(C)(CC)OC1=C(C=C(C=C1)S(=O)(=O)C)C(=O)N1CCN(CC1)C=1SC(=CN1)S(=O)(=O)C (Rac-(2-sec-Butoxy-5-methanesulfonyl-phenyl)-[4-(5-methanesulfonyl-thiazol-2-yl)-piperazin-1-yl]-methanone). Isolated yield 44.0%. Reactants: COC=1C=C(C=CC1OC)C(=O)C1=C(C=C(C(=C1)O)OC)C(C(C)=O)CC (3-{2-[(3,4-dimethoxy-phenyl)carbonyl]-4-hydroxy-5-methoxyphenyl}pentan-2-one), NN (hydrazine). Product: COC=1C=C(C=CC1OC)C1=NN=C(C(C2=C1C=C(C(=C2)OC)O)CC)C (1-(3,4-dimethoxyphenyl)-4-methyl-5-ethyl-7-methoxy-8-hydroxy-5H-2,3-benzodiazepine). As a reaction SMILES: [CH3:1][O:2][C:3]1[CH:4]=[C:5]([C:11]([C:13]2[CH:18]=[C:17]([OH:19])[C:16]([O:20][CH3:21])=[CH:15][C:14]=2[CH:22]([CH2:26][CH3:27])[C:23](=O)[CH3:24])=O)[CH:6]=[CH:7][C:8]=1[O:9][CH3:10].[NH2:28][NH2:29]>>[CH3:1][O:2][C:3]1[CH:4]=[C:5]([C:11]2[C:13]3[CH:18]=[C:17]([OH:19])[C:16]([O:20][CH3:21])=[CH:15][C:14]=3[CH:22]([CH2:26][CH3:27])[C:23]([CH3:24])=[N:29][N:28]=2)[CH:6]=[CH:7][C:8]=1[O:9][CH3:10]. Procedure: Annulation of 3-{2-[(3,4-dimethoxy-phenyl)carbonyl]-4-hydroxy-5-methoxyphenyl}pentan-2-one by reaction with hydrazine to yield 1-(3,4-dimethoxyphenyl)-4-methyl-5-ethyl-7-methoxy-8-hydroxy-5H-2,3-benzodiazepine. Starting materials: NC1=CC=C(C=C1)P(C)(C)=O (4-amino-dimethylphenylphosphine oxide), ClC1=NC=NC(=C1)Cl (4,6-Dichloropyrimidine). Run in CN(C=O)C (N,N-Dimethylformamide), C(C)(C)N(CC)C(C)C (Diisopropylethylamine). Yields the product ClC1=CC(=NC=N1)NC1=CC=C(C=C1)P(=O)(C)C (6-chloro-N-[4-(dimethylphosphoryl)phenyl]pyrimidin-4-amine). As a reaction SMILES: [NH2:1][C:2]1[CH:7]=[CH:6][C:5]([P:8](=[O:11])([CH3:10])[CH3:9])=[CH:4][CH:3]=1.[Cl:12][C:13]1[CH:18]=[C:17](Cl)[N:16]=[CH:15][N:14]=1>CN(C)C=O.C(N(C(C)C)CC)(C)C>[Cl:12][C:13]1[N:14]=[CH:15][N:16]=[C:17]([NH:1][C:2]2[CH:3]=[CH:4][C:5]([P:8]([CH3:9])([CH3:10])=[O:11])=[CH:6][CH:7]=2)[CH:18]=1. Procedure: A suspension of 4-amino-dimethylphenylphosphine oxide (2.2 mmol) in 15 mL of N,N-Dimethylformamide and 3.6 mL of Diisopropylethylamine, is stirred at room temperature until a clear solution is obtained. 4,6-Dichloropyrimidine (2.6 mmol) is added in four portions over 5 minutes. The reaction mixture is stirred at high temperature until formation of the desired compound.